Dataset: the Open Reaction Database (ORD), a public repository of structured organic reaction records. Task: describe an organic reaction: reactants, conditions, products, and yield Reactants: C#CC1(OC(=O)CCC)CN2CCC1CC2, CO, [NH4+], [NH4+], [Na+], O=S(=O)([O-])[O-], [OH-], O. Product: C#CC1(O)CN2CCC1CC2. RXN SMILES: [C:1](#[CH:2])[C:3]1([O:11][C:12](=[O:13])[CH2:14][CH2:15][CH3:16])[CH2:4][N:5]2[CH2:6][CH2:7][CH:8]1[CH2:9][CH2:10]2.[CH3:17][OH:18].[NH4+:22].[NH4+:23].[Na+:20].[O-:24][S:25](=[O:26])(=[O:27])[O-:28].[OH-:19].[OH2:21]>>[C:1](#[CH:2])[C:3]1([OH:11])[CH2:4][N:5]2[CH2:6][CH2:7][CH:8]1[CH2:9][CH2:10]2. Reactants: CC(C)(C)c1ccco1, CN(C)C=O, [Na+], [Na+], O=C([O-])[O-], O=P(Cl)(Cl)Cl. Yields the product CC(C)(C)c1ccc(C=O)o1. Reaction SMILES: [C:11]([CH3:12])([CH3:13])([CH3:14])[c:15]1[o:16][cH:17][cH:18][cH:19]1.[CH3:6][N:7]([CH:8]=[O:9])[CH3:10].[Na+:20].[Na+:21].[O-:22][C:23](=[O:24])[O-:25].[P:1]([Cl:2])([Cl:3])([Cl:4])=[O:5]>>[CH:8](=[O:9])[c:17]1[o:16][c:15]([C:11]([CH3:12])([CH3:13])[CH3:14])[cH:19][cH:18]1. The reactants are CC(=O)[O-], C=COCC, [Hg+], C=CCOC(=O)CCCCCCCCCO. Yields the product C=CCOC(=O)CCCCCCCCCOC=C. Reaction SMILES: [C:22]([O-:23])(=[O:24])[CH3:25].[CH:17](=[CH2:18])[O:19][CH2:20][CH3:21].[Hg+:26].[OH:1][CH2:2][CH2:3][CH2:4][CH2:5][CH2:6][CH2:7][CH2:8][CH2:9][CH2:10][C:11](=[O:12])[O:13][CH2:14][CH:15]=[CH2:16]>>[O:1]([CH2:2][CH2:3][CH2:4][CH2:5][CH2:6][CH2:7][CH2:8][CH2:9][CH2:10][C:11](=[O:12])[O:13][CH2:14][CH:15]=[CH2:16])[CH:17]=[CH2:18].